Dataset: the Open Reaction Database (ORD), a public repository of structured organic reaction records. Task: describe an organic reaction: reactants, conditions, products, and yield Starting materials: CS(=O)(=O)c1nccc(-n2cnc3ccccc32)n1, CCC(N)c1ccccc1. The product is CCC(Nc1nccc(-n2cnc3ccccc32)n1)c1ccccc1. Reaction SMILES: [CH3:1][S:2](=[O:3])(=[O:4])[c:5]1[n:6][cH:7][cH:8][c:9](-[n:11]2[cH:12][n:13][c:14]3[c:15]2[cH:16][cH:17][cH:18][cH:19]3)[n:10]1.[c:20]1([CH:26]([CH2:27][CH3:28])[NH2:29])[cH:21][cH:22][cH:23][cH:24][cH:25]1>>[c:5]1([NH:29][CH:26]([c:20]2[cH:21][cH:22][cH:23][cH:24][cH:25]2)[CH2:27][CH3:28])[n:6][cH:7][cH:8][c:9](-[n:11]2[cH:12][n:13][c:14]3[c:15]2[cH:16][cH:17][cH:18][cH:19]3)[n:10]1. Reactants: O=C([O-])[O-], CI, CN(C)C=O, [K+], [K+], O, CCCCCCCCCCCCc1ccc2c(C(N)=O)c(O)ccc2c1. Yields the product CCCCCCCCCCCCc1ccc2c(C(N)=O)c(OC)ccc2c1. RXN SMILES: [C:27](=[O:28])([O-:29])[O-:30].[CH3:33][I:34].[CH3:36][N:37]([CH3:38])[CH:39]=[O:40].[K+:31].[K+:32].[OH2:35].[OH:1][c:2]1[c:3]([C:24](=[O:25])[NH2:26])[c:4]2[cH:5][cH:6][c:7]([CH2:12][CH2:13][CH2:14][CH2:15][CH2:16][CH2:17][CH2:18][CH2:19][CH2:20][CH2:21][CH2:22][CH3:23])[cH:8][c:9]2[cH:10][cH:11]1>>[O:1]([c:2]1[c:3]([C:24](=[O:25])[NH2:26])[c:4]2[cH:5][cH:6][c:7]([CH2:12][CH2:13][CH2:14][CH2:15][CH2:16][CH2:17][CH2:18][CH2:19][CH2:20][CH2:21][CH2:22][CH3:23])[cH:8][c:9]2[cH:10][cH:11]1)[CH3:27]. Reactants: C(C)OC(=O)C1=NC(=NC=C1C1=C(C=CC=C1)Cl)SC (5-(2-chloro-phenyl)-2-methylsulfanyl-pyrimidine-4-carboxylic acid ethyl ester), [OH-].[Na+] (NaOH), Cl (HCl). Run in C(C)O (ethanol). Run at time 1 hour. Product: ClC1=C(C=CC=C1)C=1C(=NC(=NC1)SC)C(=O)O (5-(2-chloro-phenyl)-2-methylsulfanyl-pyrimidine-4-carboxylic acid). Isolated yield 88.0%. Reaction SMILES: C([O:3][C:4]([C:6]1[C:11]([C:12]2[CH:17]=[CH:16][CH:15]=[CH:14][C:13]=2[Cl:18])=[CH:10][N:9]=[C:8]([S:19][CH3:20])[N:7]=1)=[O:5])C.[OH-].[Na+].Cl>C(O)C>[Cl:18][C:13]1[CH:14]=[CH:15][CH:16]=[CH:17][C:12]=1[C:11]1[C:6]([C:4]([OH:5])=[O:3])=[N:7][C:8]([S:19][CH3:20])=[N:9][CH:10]=1 |f:1.2|. Procedure details: To a solution of 3.00 g (9.72 mmol) 5-(2-chloro-phenyl)-2-methylsulfanyl-pyrimidine-4-carboxylic acid ethyl ester in 15 ml ethanol a solution of 0.58 g (14.5 mmol) NaOH in 15 ml was added at RT and the reaction solution was stirred for 1 hr. The pH of the solution was than adjusted to 1 by addition of 25% HCl. The resulting solution was extracted twice with 100 ml CH2Cl2/methanol (2:1). The combined organic phases were dried (MgSO4), filtered and evaporated. The residue was suspended in 20 ml di... Starting materials: FC(F)(F)c1ccc2oc(-c3ccncc3Br)nc2c1, CCOC(C)=O, ClC(Cl)Cl, O=C(OO)c1cccc(Cl)c1. The product is [O-][n+]1ccc(-c2nc3cc(C(F)(F)F)ccc3o2)c(Br)c1. Reaction SMILES: [Br:1][c:2]1[cH:3][n:4][cH:5][cH:6][c:7]1-[c:8]1[o:9][c:10]2[c:11]([n:12]1)[cH:13][c:14]([C:17]([F:18])([F:19])[F:20])[cH:15][cH:16]2.[CH3:36][CH2:37][O:38][C:39](=[O:40])[CH3:41].[CH:21]([Cl:22])([Cl:23])[Cl:24].[Cl:25][c:26]1[cH:27][cH:28][cH:29][c:30]([C:31]([O:32][OH:34])=[O:33])[cH:35]1>>[Br:1][c:2]1[cH:3][n+:4]([O-:33])[cH:5][cH:6][c:7]1-[c:8]1[o:9][c:10]2[c:11]([n:12]1)[cH:13][c:14]([C:17]([F:18])([F:19])[F:20])[cH:15][cH:16]2. Reactants: C(CC(=O)OCC)(=O)OCC (diethyl malonate), BrCCCCCCC=C (8-bromo-1-octene), ICCC(C(C(C(F)(F)F)(F)F)(F)F)(F)F (1-iodo-3,3,4,4,5,5,6,6,6-nonafluorohexane), FC(CCC(C(=O)OCC)CCCCCCC=C)(C(C(C(F)(F)F)(F)F)(F)F)F (ethyl 2-(3,3,4,4,5,5,6,6,6-nonafluorohexyl)-9-decenoate), C(C)C1(COC2=CC(=CC=C2C1CCCCCCCCCC(C(=O)O)CCCCCCC(C(F)(F)F)(F)F)O)C1=CC=C(C=C1)O (11-[(3RS,4RS)-3-ethyl-7-hydroxy-3-(4-hydroxyphenyl)chroman-4-yl]-2-(7,7,8,8,8-pentafluorooctyl)-undecanoic acid). The product is C(C)C1(COC2=CC(=CC=C2C1CCCCCCCCCC(C(=O)O)CCC(C(C(C(F)(F)F)(F)F)(F)F)(F)F)O)C1=CC=C(C=C1)O (11-[(3RS,4RS)-3-ethyl-7-hydroxy-3-(4-hydroxyphenyl)chroman-4-yl]-2-(3,3,4,4,5,5,6,6,6-nonafluorohexyl)undecanoic acid). As a reaction SMILES: [F:1][C:2]([F:29])([C:19]([F:28])([F:27])[C:20]([F:26])([F:25])[C:21]([F:24])([F:23])[F:22])[CH2:3][CH2:4][CH:5]([CH2:11][CH2:12][CH2:13][CH2:14][CH2:15][CH2:16][CH:17]=[CH2:18])[C:6]([O:8]CC)=[O:7].C(OCC)(=O)CC(OCC)=O.BrCCCCCCC=C.ICCC(F)(F)C(F)(F)C(F)(F)C(F)(F)F.[CH2:66]([C:68]1([C:105]2[CH:110]=[CH:109][C:108]([OH:111])=[CH:107][CH:106]=2)[CH:77]([CH2:78]CCCCCCCCC(CCCCCCC(F)(F)C(F)(F)F)C(O)=O)[C:76]2[C:71](=[CH:72][C:73]([OH:104])=[CH:74][CH:75]=2)[O:70][CH2:69]1)[CH3:67]>>[CH2:66]([C:68]1([C:105]2[CH:106]=[CH:107][C:108]([OH:111])=[CH:109][CH:110]=2)[CH:77]([CH2:78][CH2:18][CH2:17][CH2:16][CH2:15][CH2:14][CH2:13][CH2:12][CH2:11][CH:5]([CH2:4][CH2:3][C:2]([F:29])([F:1])[C:19]([F:27])([F:28])[C:20]([F:26])([F:25])[C:21]([F:24])([F:23])[F:22])[C:6]([OH:8])=[O:7])[C:76]2[C:71](=[CH:72][C:73]([OH:104])=[CH:74][CH:75]=2)[O:70][CH2:69]1)[CH3:67]. Reported procedure: Starting with the ethyl 2-(3,3,4,4,5,5,6,6,6-nonafluorohexyl)-9-decenoate prepared from diethyl malonate, 8-bromo-1-octene and 1-iodo-3,3,4,4,5,5,6,6,6-nonafluorohexane as in Example 5 and the allyl compound prepared in Example 21, the same procedure as shown in Example 21 was repeated to give 11-[(3RS,4RS)-3-ethyl-7-hydroxy-3-(4-hydroxyphenyl)chroman-4-yl]-2-(3,3,4,4,5,5,6,6,6-nonafluorohexyl)undecanoic acid. Starting materials: ClC1=NC(=NC(=C1C#N)NCCO)NCCO (4-chloro-2,6-bis-(2-hydroxy-ethylamino)-pyrimidine-5-carbonitrile), CSC1=C(C=CC=C1)N1CCNCC1 (1-(2-methylsulfanyl-phenyl)-piperazine), C(C)N(C(C)C)C(C)C (N-ethyl-diisopropylamine). Solvent: O1CCOCC1 (dioxane). The product is OCCNC1=NC(=C(C(=N1)NCCO)C#N)N1CCN(CC1)C1=C(C=CC=C1)SC (2,4-bis-(2-hydroxy-ethylamino)-6-[4-(2-methylsulfanyl-phenyl)-piperazin-1-yl]-pyrimidine-5-carbonitrile). RXN SMILES: Cl[C:2]1[C:7]([C:8]#[N:9])=[C:6]([NH:10][CH2:11][CH2:12][OH:13])[N:5]=[C:4]([NH:14][CH2:15][CH2:16][OH:17])[N:3]=1.[CH3:18][S:19][C:20]1[CH:25]=[CH:24][CH:23]=[CH:22][C:21]=1[N:26]1[CH2:31][CH2:30][NH:29][CH2:28][CH2:27]1.C(N(C(C)C)C(C)C)C>O1CCOCC1>[OH:17][CH2:16][CH2:15][NH:14][C:4]1[N:5]=[C:6]([NH:10][CH2:11][CH2:12][OH:13])[C:7]([C:8]#[N:9])=[C:2]([N:29]2[CH2:28][CH2:27][N:26]([C:21]3[CH:22]=[CH:23][CH:24]=[CH:25][C:20]=3[S:19][CH3:18])[CH2:31][CH2:30]2)[N:3]=1. Reported procedure: In analogy to the procedure described in example 20b, 4-chloro-2,6-bis-(2-hydroxy-ethylamino)-pyrimidine-5-carbonitrile was treated with 1-(2-methylsulfanyl-phenyl)-piperazine in dioxane in the presence of N-ethyl-diisopropylamine at 60° C. to yield the 2,4-bis-(2-hydroxy-ethylamino)-6-[4-(2-methylsulfanyl-phenyl)-piperazin-1-yl]-pyrimidine-5-carbonitrile as a yellowish lyophilisate; MS: [M+H]+=430. Starting materials: sodium hydroxide pels, C(C)(C)Br (isopropyl bromide), COC1=CC=C(C=C1)CC#N (4-methoxyphenylacetonitrile). The solvent is O (water). Reaction conditions: temperature 50 celsius. Yields the product COC1=CC=C(C=C1)C(C#N)C(C)C (2-(4-methoxyphenyl)-3-methylbutyronitrile). Yield: 99.1%. RXN SMILES: [CH:1](Br)([CH3:3])[CH3:2].[CH3:5][O:6][C:7]1[CH:12]=[CH:11][C:10]([CH2:13][C:14]#[N:15])=[CH:9][CH:8]=1>O>[CH3:5][O:6][C:7]1[CH:12]=[CH:11][C:10]([CH:13]([CH:1]([CH3:3])[CH3:2])[C:14]#[N:15])=[CH:9][CH:8]=1. Reported procedure: To a stirred suspension of sodium hydroxide pels (320.0 g; 8.0 mol) in isopropyl bromide (492.0 g; 4.0 mol) is added 4-methoxyphenylacetonitrile (294.3 g; 2.0 mol) over a 30-minute period at a temperature of 50°-55° C. Following this addition the reaction mixture is stirred at reflux (68°-74° C.) for 4 hours. It is then cooled to 50° C. and water (498 ml) is added. The mixture is subsequently stirred for 15 minutes with cooling. The aqueous and organic phases are then separated and the excess is... Reactants: C1(=CC=CC=C1)C (toluene), Cl (hydrochloric acid), O1CCC(CC1)C1CC(CC(C1)=O)=O (5-(tetrahydropyran-4-yl)cyclohexane-1,3-dione), C(C)(=O)[O-].C(C)(=O)[O-].C(C)(=O)[O-].CC1=CC(=CC(=C1[Pb+3])C)C1=CC=CC=C1 (3,5-dimethylbiphen-4-yllead triacetate). Reagents/catalysts: CN(C1=CC=NC=C1)C (4-dimethylaminopyridine). Run in C(Cl)(Cl)Cl (chloroform), C(Cl)(Cl)Cl (chloroform). Product: CC1=CC(=CC(=C1C1C(CC(CC1=O)C1CCOCC1)=O)C)C1=CC=CC=C1 (2-(3,5-dimethylbiphen-4-yl)-5-(tetrahydropyran-4-yl)cyclohexane-1,3-dione). Reaction SMILES: [O:1]1[CH2:6][CH2:5][CH:4]([CH:7]2[CH2:12][C:11](=[O:13])[CH2:10][C:9](=[O:14])[CH2:8]2)[CH2:3][CH2:2]1.C1(C)C=CC=CC=1.C([O-])(=O)C.C([O-])(=O)C.C([O-])(=O)C.[CH3:34][C:35]1[C:40]([Pb+3])=[C:39]([CH3:42])[CH:38]=[C:37]([C:43]2[CH:48]=[CH:47][CH:46]=[CH:45][CH:44]=2)[CH:36]=1.Cl>CN(C)C1C=CN=CC=1.C(Cl)(Cl)Cl>[CH3:34][C:35]1[C:40]([CH:10]2[C:11](=[O:13])[CH2:12][CH:7]([CH:4]3[CH2:3][CH2:2][O:1][CH2:6][CH2:5]3)[CH2:8][C:9]2=[O:14])=[C:39]([CH3:42])[CH:38]=[C:37]([C:43]2[CH:48]=[CH:47][CH:46]=[CH:45][CH:44]=2)[CH:36]=1 |f:2.3.4.5|. Reported procedure: To a mixture of 5-(tetrahydropyran-4-yl)cyclohexane-1,3-dione (196 mg; 1 mmol) and 4-dimethylaminopyridine (610 mg; 5 mmol) is added dry chloroform (4 ml) under an atmosphere of nitrogen, and the mixture is stirred at room temperature until all the solids are dissolved. To this solution is then added dry toluene (2 ml) and a solution of 3,5-dimethylbiphen-4-yllead triacetate (1.2 mmol) in chloroform. The reaction mixture is heated under reflux for 1 hour. The reaction mixture is cooled to room t... Reactants: Cc1ccccc1, O=C1c2ccccc2C(=O)N1Cl, FC(F)(F)c1ccc(NCl)nc1, Nc1ccc(C(F)(F)F)cn1, [Na+], [OH-]. Product: Nc1ncc(C(F)(F)F)cc1Cl. As a reaction SMILES: [CH3:38][c:39]1[cH:40][cH:41][cH:42][cH:43][cH:44]1.[Cl:12][N:13]1[C:14](=[O:15])[c:16]2[cH:17][cH:18][cH:19][cH:20][c:21]2[C:22]1=[O:23].[Cl:24][NH:25][c:26]1[cH:27][cH:28][c:29]([C:30]([F:31])([F:32])[F:33])[cH:34][n:35]1.[NH2:1][c:2]1[n:3][cH:4][c:5]([C:8]([F:9])([F:10])[F:11])[cH:6][cH:7]1.[Na+:37].[OH-:36]>>[NH2:1][c:2]1[n:3][cH:4][c:5]([C:8]([F:9])([F:10])[F:11])[cH:6][c:7]1[Cl:12].